Task: describe an organic reaction: reactants, conditions, products, and yield. Dataset: the Open Reaction Database (ORD), a public repository of structured organic reaction records Starting materials: CCCC(C(=O)OC)c1c(C)nc2cc(C(C)(C)C)nn2c1-c1ccc(F)cc1F, CO, [Na+], [OH-]. Yields the product CCCC(C(=O)O)c1c(C)nc2cc(C(C)(C)C)nn2c1-c1ccc(F)cc1F. Reaction SMILES: [C:1]([CH3:2])([CH3:3])([CH3:4])[c:5]1[n:6][n:7]2[c:8]([n:9][c:10]([CH3:29])[c:11]([CH:21]([C:22](=[O:23])[O:24][CH3:25])[CH2:26][CH2:27][CH3:28])[c:12]2-[c:13]2[c:14]([F:20])[cH:15][c:16]([F:19])[cH:17][cH:18]2)[cH:30]1.[CH3:33][OH:34].[Na+:32].[OH-:31]>>[C:1]([CH3:2])([CH3:3])([CH3:4])[c:5]1[n:6][n:7]2[c:8]([n:9][c:10]([CH3:29])[c:11]([CH:21]([C:22](=[O:23])[OH:24])[CH2:26][CH2:27][CH3:28])[c:12]2-[c:13]2[c:14]([F:20])[cH:15][c:16]([F:19])[cH:17][cH:18]2)[cH:30]1. Starting materials: C(C)N (ethylamine), C(#N)NC(SC)=NCCSCC1=NC=CN=C1 (N-cyano-N'-[2-(2-pyrazinylmethylthio)ethyl]-S-methylisothiourea). The product is C(#N)NC(=NCCSCC1=NC=CN=C1)NCC (N-cyano-N'-ethyl-N"-[2-(2-pyrazinylmethylthio)ethyl]guanidine). Reaction SMILES: [CH2:1]([NH2:3])[CH3:2].[C:4]([NH:6][C:7](=[N:10][CH2:11][CH2:12][S:13][CH2:14][C:15]1[CH:20]=[N:19][CH:18]=[CH:17][N:16]=1)SC)#[N:5]>>[C:4]([NH:6][C:7]([NH:3][CH2:1][CH3:2])=[N:10][CH2:11][CH2:12][S:13][CH2:14][C:15]1[CH:20]=[N:19][CH:18]=[CH:17][N:16]=1)#[N:5]. Reported procedure: Anhydrous ethylamine is reacted with N-cyano-N'-[2-(2-pyrazinylmethylthio)ethyl]-S-methylisothiourea by the procedure of Example 4 to give N-cyano-N'-ethyl-N"-[2-(2-pyrazinylmethylthio)ethyl]guanidine.